This data is from the Open Reaction Database (ORD), a public repository of structured organic reaction records. The task is: describe an organic reaction: reactants, conditions, products, and yield Starting materials: COC=1C=CC2=C(CCN(C(N2)=O)C2CCNCC2)C1 (7-methoxy-3-piperidin-4-yl-1,3,4,5-tetrahydro-1,3-benzodiazepin-2-one), ClC1=NC(=CC(=N1)C(=O)C1=CC2=C(NC(O2)=O)C(=C1)C)Cl (6-(2,6-dichloro-pyrimidine-4-carbonyl)-4-methyl-3H-benzoxazol-2-one), CCN(C(C)C)C(C)C (DIPEA). Solvent: CN(C)C=O (DMF). The product is ClC1=NC(=CC(=N1)N1CCC(CC1)N1C(NC2=C(CC1)C=C(C=C2)OC)=O)C(=O)C2=CC1=C(NC(O1)=O)C(=C2)C (3-{1-[2-chloro-6-(4-methyl-2-oxo-2,3-dihydro-benzoxazole-6-carbonyl)-pyrimidin-4-yl]-piperidin-4-yl}-7-methoxy-1,3,4,5-tetrahydro-benzo[d][1,3]diazepin-2-one). Reaction SMILES: [CH3:1][O:2][C:3]1[CH:4]=[CH:5][C:6]2[NH:12][C:11](=[O:13])[N:10]([CH:14]3[CH2:19][CH2:18][NH:17][CH2:16][CH2:15]3)[CH2:9][CH2:8][C:7]=2[CH:20]=1.[Cl:21][C:22]1[N:27]=[C:26]([C:28]([C:30]2[CH:39]=[C:38]([CH3:40])[C:33]3[NH:34][C:35](=[O:37])[O:36][C:32]=3[CH:31]=2)=[O:29])[CH:25]=[C:24](Cl)[N:23]=1.CCN(C(C)C)C(C)C>CN(C=O)C>[Cl:21][C:22]1[N:23]=[C:24]([N:17]2[CH2:18][CH2:19][CH:14]([N:10]3[CH2:9][CH2:8][C:7]4[CH:20]=[C:3]([O:2][CH3:1])[CH:4]=[CH:5][C:6]=4[NH:12][C:11]3=[O:13])[CH2:15][CH2:16]2)[CH:25]=[C:26]([C:28]([C:30]2[CH:39]=[C:38]([CH3:40])[C:33]3[NH:34][C:35](=[O:37])[O:36][C:32]=3[CH:31]=2)=[O:29])[N:27]=1. Procedure details: 275 mg (1.00 mmol) 7-methoxy-3-piperidin-4-yl-1,3,4,5-tetrahydro-1,3-benzodiazepin-2-one, 324 mg (1.00 mmol) 6-(2,6-dichloro-pyrimidine-4-carbonyl)-4-methyl-3H-benzoxazol-2-one and 0.348 mL (2.00 mmol) DIPEA in 5.00 mL DMF were stirred overnight at RT. Then the mixture was purified by preparative HPLC-MS. The fractions containing the product were combined and the organic solvent was evaporated down i. vac. The residue was neutralised with 4N aqueous sodium hydroxide solution and the precipitate ... Reactants: C(C)(C)(C)OC(=O)N[C@H](CC1=CC2=CC=CC=C2C=C1)C=1SC(=C(N1)C(=O)N)C1=CC=CC=C1 (2-((1R)-1-(tert-Butoxycarbonylamino)-2-(2-naphthyl)ethyl)-5-phenyl-1,3-thiazole-4-carboxylic acid amide), FC(C(=O)O)(F)F (trifluoroacetic acid). Run in C(Cl)Cl (methylene chloride). Run at time 1 hour. Yields the product N[C@H](CC1=CC2=CC=CC=C2C=C1)C=1SC(=C(N1)C(=O)N)C1=CC=CC=C1 (2-((1R)-1-amino-2-(2-naphthyl)-ethyl)-5-phenyl-1,3-thiazole-4-carboxylic acid amide). Isolated yield 86.8%. RXN SMILES: C(OC([NH:8][C@@H:9]([C:21]1[S:22][C:23]([C:29]2[CH:34]=[CH:33][CH:32]=[CH:31][CH:30]=2)=[C:24]([C:26]([NH2:28])=[O:27])[N:25]=1)[CH2:10][C:11]1[CH:20]=[CH:19][C:18]2[C:13](=[CH:14][CH:15]=[CH:16][CH:17]=2)[CH:12]=1)=O)(C)(C)C.FC(F)(F)C(O)=O>C(Cl)Cl>[NH2:8][C@@H:9]([C:21]1[S:22][C:23]([C:29]2[CH:30]=[CH:31][CH:32]=[CH:33][CH:34]=2)=[C:24]([C:26]([NH2:28])=[O:27])[N:25]=1)[CH2:10][C:11]1[CH:20]=[CH:19][C:18]2[C:13](=[CH:14][CH:15]=[CH:16][CH:17]=2)[CH:12]=1. Procedure: 2-((1R)-1-(tert-Butoxycarbonylamino)-2-(2-naphthyl)ethyl)-5-phenyl-1,3-thiazole-4-carboxylic acid amide (0.155 g; 0.327 mmol) was dissolved in methylene chloride (4 ml) and trifluoroacetic acid (4 ml) was added. The reaction mixture was stirred 1 hour at room temperature and the solvent was removed in vacuo. The residue was dissolved in methylene chloride and evaporated (2×2 ml). The residue was dissolved in diethyl ether (2 ml). Hydrochloric acid (1 N; 3 ml) and methanol (10 ml) were added. The...